From a dataset of the Open Reaction Database (ORD), a public repository of structured organic reaction records. describe an organic reaction: reactants, conditions, products, and yield Yields the product COc1ccc(C(=O)Oc2ccc([N+](=O)[O-])cc2)c2c3c(n(C)c12)C(=O)N(C)CC3. Reactants: C1CCOC1, COc1ccc(C(=O)O)c2c3c(n(C)c12)C(=O)N(C)CC3, CCN=C=NCCCN(C)C, CN(C)c1ccncc1, O=[N+]([O-])c1ccc(O)cc1, O. RXN SMILES: [CH2:53]1[O:54][CH2:55][CH2:56][CH2:57]1.[CH3:1][O:2][c:3]1[cH:4][cH:5][c:6]([C:19](=[O:20])[OH:21])[c:7]2[c:8]3[c:13]([n:14]([CH3:16])[c:15]12)[C:12](=[O:17])[N:11]([CH3:18])[CH2:10][CH2:9]3.[CH3:32][CH2:33][N:34]=[C:35]=[N:36][CH2:37][CH2:38][CH2:39][N:40]([CH3:41])[CH3:42].[CH3:44][N:45]([c:46]1[cH:47][cH:48][n:49][cH:50][cH:51]1)[CH3:52].[N+:22](=[O:23])([O-:24])[c:25]1[cH:26][cH:27][c:28]([OH:31])[cH:29][cH:30]1.[OH2:43]>>[CH3:1][O:2][c:3]1[cH:4][cH:5][c:6]([C:19](=[O:20])[O:21][c:28]2[cH:27][cH:26][c:25]([N+:22](=[O:23])[O-:24])[cH:30][cH:29]2)[c:7]2[c:8]3[c:13]([n:14]([CH3:16])[c:15]12)[C:12](=[O:17])[N:11]([CH3:18])[CH2:10][CH2:9]3. Starting materials: ClC(C(OC(C(C(C(F)(F)Cl)(F)Cl)(F)F)(Cl)Cl)(F)Cl)(F)F (1,2,4,4,6,7-hexachloro-1,1,2,5,5,6,7,7-octafluoro-3-oxa-heptane). Product: C(F)(F)=C(F)C(F)(F)C(Cl)(Cl)OC(F)=C(F)F (CF2═CFCF2CCl2OCF═CF2). Reported procedure: Into a 500 ml four-necked flask equipped with a stirrer, a reflux condenser and a dropping funnel, 115 g (1.77 mol) of zinc was introduced, and 200 ml of dimethylformamide was introduced thereinto in an atmosphere of an inert gas. Then, the pressure in the system was reduced to 3 kPa, and the internal temperature was adjusted to from 50 to 55° C., and 100 g (0.22 mol) of CF2ClCFClCF2CCl2OCFClCF2Cl was dropwise added thereto gradually by the dropping funnel, and the resulting product was quickly ... The yield is 61.4%. Reaction SMILES: Cl[C:2]([F:21])([F:20])[C:3](Cl)([F:18])[O:4][C:5]([Cl:17])([Cl:16])[C:6]([F:15])([F:14])[C:7](Cl)([F:12])[C:8](Cl)([F:10])[F:9]>[Zn].CN(C)C=O>[C:8](=[C:7]([C:6]([C:5]([O:4][C:3](=[C:2]([F:20])[F:21])[F:18])([Cl:16])[Cl:17])([F:15])[F:14])[F:12])([F:10])[F:9]. Reagents/catalysts: [Zn] (zinc). Run in CN(C=O)C (dimethylformamide). The reactants are S1C=C(C=C1)C1=CC=NO1 (5-(3-thienyl)isoxazole), COC(N(C)C)OC (dimethylformamide dimethylacetal), [Si]([O-])([O-])([O-])[O-].[Mg+2].[Mg+2] (magnesium silicate). Run in C(Cl)Cl (methylene chloride). The product is CN(C)C=C(C#N)C(C1=CSC=C1)=O (α-[(Dimethylamino)methylene]-β-oxo-3-thiophenepropanenitrile). Yield: 56.5%. As a reaction SMILES: [S:1]1[CH:5]=[CH:4][C:3]([C:6]2[O:10][N:9]=[CH:8][CH:7]=2)=[CH:2]1.CO[CH:13](OC)[N:14]([CH3:16])[CH3:15].[Si]([O-])([O-])([O-])[O-].[Mg+2].[Mg+2]>C(Cl)Cl>[CH3:16][N:14]([CH:13]=[C:7]([C:6](=[O:10])[C:3]1[CH:4]=[CH:5][S:1][CH:2]=1)[C:8]#[N:9])[CH3:15] |f:2.3.4|. Reported procedure: A mixture of 41.2 g of 5-(3-thienyl)isoxazole and 36.0 g of dimethylformamide dimethylacetal, under nitrogen, is heated on a stream bath for 4 hours. The reaction is concentrated in vacuo to give a viscous oil which solidified. The residue is dissolved in methylene chloride and passed thru a short column of hydrous magnesium silicate. On cooling, 31.76 g of the desired product is obtained, mp 118°-119°, CI-MS:m/z 206(M30). Concentrating in vacuo the methylene chloride gives an additional 20.2 g ... The reactants are OC(C(=O)OC)CC(CC(=O)OC(C)(C)C)=O (1-methyl 6-tert.-butyl 2-hydroxy-4-oxoadipate), C(C)B(CC)CC (triethylborane), solution, [Cl-].[NH4+] (ammonium chloride), [BH4-].[Na+] (sodium borohydride). The solvent is C1CCOC1 (THF), C1CCOC1 (THF), CO (methanol), CO (methanol), C(C)(=O)O (acetic acid). Conditions: time 1 hour. Yields the product OC(C(=O)OC)CC(CC(=O)OC(C)(C)C)O (1-methyl 6-tert.-butyl 2,4-dihydroxyadipate). Isolated yield 87.0%. As a reaction SMILES: C(B(CC)CC)C.[OH:8][CH:9]([CH2:14][C:15](=[O:24])[CH2:16][C:17]([O:19][C:20]([CH3:23])([CH3:22])[CH3:21])=[O:18])[C:10]([O:12][CH3:13])=[O:11].[BH4-].[Na+].[Cl-].[NH4+]>C1COCC1.CO.C(O)(=O)C>[OH:8][CH:9]([CH2:14][CH:15]([OH:24])[CH2:16][C:17]([O:19][C:20]([CH3:22])([CH3:21])[CH3:23])=[O:18])[C:10]([O:12][CH3:13])=[O:11] |f:2.3,4.5|. Reported procedure: A mixture of THF (133.05 ml), methanol (66.52 ml) and triethylborane (1M in THF) (72.71 ml) was stirred at room temperature for one hour in an argon atmosphere. To a solution of 1-methyl 6-tert.-butyl 2-hydroxy-4-oxoadipate (12.79 g, 51.94 mmol) in THF (312 ml) cooled to -78° C., the above boran solution was dropwise added over 45 minutes. After stirring the mixture at -78° C. for 50 minutes, sodium borohydride (2.26 g, 59.72 mmol) was added in one portion, followed by stirring at -78° C. for 3 ...